From a dataset of the Open Reaction Database (ORD), a public repository of structured organic reaction records. describe an organic reaction: reactants, conditions, products, and yield The reactants are CC(C)(C)OC(=O)N1CCC(CCO)CC1, C1CCOC1, Fc1ccc(CBr)cc1, [H-], [Na+]. The product is CC(C)(C)OC(=O)N1CCC(CCOCc2ccc(F)cc2)CC1. RXN SMILES: [C:1]([CH3:2])([CH3:3])([CH3:4])[O:5][C:6](=[O:7])[N:8]1[CH2:9][CH2:10][CH:11]([CH2:14][CH2:15][OH:16])[CH2:12][CH2:13]1.[CH2:28]1[O:29][CH2:30][CH2:31][CH2:32]1.[F:19][c:20]1[cH:21][cH:22][c:23]([CH2:24][Br:25])[cH:26][cH:27]1.[H-:17].[Na+:18]>>[C:1]([CH3:2])([CH3:3])([CH3:4])[O:5][C:6](=[O:7])[N:8]1[CH2:9][CH2:10][CH:11]([CH2:14][CH2:15][O:16][CH2:24][c:23]2[cH:22][cH:21][c:20]([F:19])[cH:27][cH:26]2)[CH2:12][CH2:13]1. Reactants: ClC1=CC=C(C=C1)N1N=C(N=C1)OC(C)C(=O)OCC (1-(4-chlorophenyl)-3-(1-ethoxycarbonylethoxy)-1,2,4-1H-triazole), [OH-].[K+] (potassium hydroxide). Solvent: C(C)O (ethanol). Yields the product C(=O)(O)C(C)OC1=NN(C=N1)C1=CC=C(C=C1)Cl (3-(1-carboxyethoxy)-1-(4-chlorophenyl)-1,2,4-1H-triazole). RXN SMILES: [Cl:1][C:2]1[CH:7]=[CH:6][C:5]([N:8]2[CH:12]=[N:11][C:10]([O:13][CH:14]([C:16]([O:18]CC)=[O:17])[CH3:15])=[N:9]2)=[CH:4][CH:3]=1.[OH-].[K+]>C(O)C>[C:16]([CH:14]([O:13][C:10]1[N:11]=[CH:12][N:8]([C:5]2[CH:6]=[CH:7][C:2]([Cl:1])=[CH:3][CH:4]=2)[N:9]=1)[CH3:15])([OH:18])=[O:17] |f:1.2|. Procedure details: Three g of the compound of Example 12 was refluxed for 2 hours with 1.1 g of potassium hydroxide in 100 ml of ethanol, and the product was collected as shown in Example 22 and was recrystallized from ethyl acetate to obtain 1.9 g of the desired product, m.p. 196°-198°.